From a dataset of the Open Reaction Database (ORD), a public repository of structured organic reaction records. describe an organic reaction: reactants, conditions, products, and yield Starting materials: [H][H] (hydrogen), Cl (hydrogen chloride), COC=1C=C2CCC(CC2=CC1)=O (6-methoxy-2-tetralone), C(C)N.C(C)O (ethylamine ethanol), C(C)O (ethanol). The reagents and catalysts are [Pt]=O (platinum oxide). Yields the product Cl.C(C)NC1CC2=CC=C(C=C2CC1)OC (N-ethyl-6-methoxy-1,2,3,4-tetrahydro-2-naphthylamine hydrochloride). As a reaction SMILES: [CH3:1][O:2][C:3]1[CH:4]=[C:5]2[C:10](=[CH:11][CH:12]=1)[CH2:9][C:8](=O)[CH2:7][CH2:6]2.[CH2:14]([NH2:16])[CH3:15].C(O)C.C(O)C.[H][H].[ClH:25]>[Pt]=O>[ClH:25].[CH2:14]([NH:16][CH:8]1[CH2:7][CH2:6][C:5]2[C:10](=[CH:11][CH:12]=[C:3]([O:2][CH3:1])[CH:4]=2)[CH2:9]1)[CH3:15] |f:1.2,7.8|. Reported procedure: 28.0 g of 6-methoxy-2-tetralone, 200 ml of a 19% ethylamine-ethanol solution, 2.2 g of platinum oxide and 10 ml of absolute ethanol were mixed and the mixture was irradiated with infrared light in the presence of hydrogen to cause a catalytic hydrogenation to occur. After absorption of hydrogen had been completed, the platinum oxide catalyst was filtered off from the reaction solution and the filtrate was concentrated under reduced pressure, followed by extraction with chloroform. The chloroform...